Dataset: the Open Reaction Database (ORD), a public repository of structured organic reaction records. Task: describe an organic reaction: reactants, conditions, products, and yield Starting materials: BrC1=CC=C(OC(C(=O)O)(C)C)C=C1 (2-(4-Bromophenoxy)-2-methylpropionic acid), CO (methanol), S(=O)(Cl)Cl (thionyl chloride). The solvent is [Cl-].[Na+].O (brine). Run at time 7 hour. Yields the product BrC1=CC=C(OC(C(=O)OC)(C)C)C=C1 (methyl 2-(4-bromophenoxy)-2-methylpropionate). RXN SMILES: [Br:1][C:2]1[CH:14]=[CH:13][C:5]([O:6][C:7]([CH3:12])([CH3:11])[C:8]([OH:10])=[O:9])=[CH:4][CH:3]=1.S(Cl)(Cl)=O.[CH3:19]O>[Cl-].[Na+].O>[Br:1][C:2]1[CH:3]=[CH:4][C:5]([O:6][C:7]([CH3:12])([CH3:11])[C:8]([O:10][CH3:19])=[O:9])=[CH:13][CH:14]=1 |f:3.4.5|. Procedure details: 2-(4-Bromophenoxy)-2-methylpropionic acid (1 g) was dissolved in methanol (5 mL), a catalytic amount of thionyl chloride was added, and the mixture was stirred at room temperature for 7 hrs. Saturated brine was added to the reaction mixture, and the mixture was extracted with a mixed solvent of chloroform-methanol. The extract was dried over anhydrous sodium sulfate, and the solvent was evaporated under reduced pressure to give the title compound (920 mg) as a colorless oil. Starting materials: N#CCC(=O)O, CC(C)O, O=Cc1cccc(Cl)c1, c1ccncc1. Product: N#CC=Cc1cccc(Cl)c1. As a reaction SMILES: [C:10](#[N:11])[CH2:12][C:13]([OH:14])=[O:15].[CH:22]([OH:23])([CH3:24])[CH3:25].[Cl:1][c:2]1[cH:3][c:4]([CH:5]=[O:6])[cH:7][cH:8][cH:9]1.[cH:16]1[cH:17][cH:18][n:19][cH:20][cH:21]1>>[Cl:1][c:2]1[cH:3][c:4]([CH:5]=[CH:12][C:10]#[N:11])[cH:7][cH:8][cH:9]1. Starting materials: COC(CCC1=C(C=C(C=C1)OS(=O)(=O)C(F)(F)F)P(=O)(OCC)OCC)=O (3-(diethoxyphosphoryl-4-trifluoromethanesulfonyloxy-pheny)-propionic acid methyl ester), C(=C)[Sn](CCCC)(CCCC)CCCC (vinyl tributyltin), [Li+].[Cl-] (LiCl), O1CCOCC1 (dioxane), C(C)(C)(C)C1=C(C(=CC(=C1)C)C(C)(C)C)O (2,6-di-tert-butyl-4-methylphenol). The reagents and catalysts are Cl[Pd]([P](C1=CC=CC=C1)(C2=CC=CC=C2)C3=CC=CC=C3)([P](C4=CC=CC=C4)(C5=CC=CC=C5)C6=CC=CC=C6)Cl (Pd(PPh3)2Cl2). Solvent: CCOCC (ether), [F-].[K+] (KF). Reaction conditions: temperature 98 celsius, time 2 hour. The product is COC(CCC1=CC(=C(C=C1)C=C)P(=O)(OCC)OCC)=O (3-(3-Diethoxyphosphoryl-4-vinyl-phenyl)propionic Acid Methyl Ester). Yield: 65.0%. RXN SMILES: COC(=O)[CH2:4][CH2:5][C:6]1[CH:11]=[CH:10][C:9](OS(C(F)(F)F)(=O)=O)=[CH:8][C:7]=1[P:20]([O:25][CH2:26][CH3:27])([O:22][CH2:23][CH3:24])=[O:21].C([Sn](CCCC)(CCCC)CCCC)=C.[Li+].[Cl-].C(C1C=C(C)C=[C:52]([C:57](C)(C)C)[C:51]=1[OH:61])(C)(C)C.[O:62]1CCOC[CH2:63]1>CCOCC.[F-].[K+].Cl[Pd](Cl)([P](C1C=CC=CC=1)(C1C=CC=CC=1)C1C=CC=CC=1)[P](C1C=CC=CC=1)(C1C=CC=CC=1)C1C=CC=CC=1>[CH3:63][O:62][C:51](=[O:61])[CH2:52][CH2:57][C:9]1[CH:10]=[CH:11][C:6]([CH:5]=[CH2:4])=[C:7]([P:20]([O:22][CH2:23][CH3:24])([O:25][CH2:26][CH3:27])=[O:21])[CH:8]=1 |f:2.3,7.8,^1:77,96|. Procedure: 3-(3-(diethoxyphosphoryl-4-trifluoromethanesulfonyloxy-pheny)-propionic acid methyl ester (1 g, 223 mmol) was dissolved in dry dioxane 25 mL together with vinyl tributyltin (0.67 mL, 229 mmol), LiCl (283 mg, 6.7 mmol), Pd(PPh3)2Cl2 (47 mg, 0.067 mmol) and a crystal of 2,6-di-tert-butyl-4-methylphenol. Reaction mixture was degassed with Argon and heated to 98° C. and stirred for 2 hrs. Reaction mixture was cooled to rt and diluted with excess ether and 10 mL saturated aqueous KF solution and stir... The reactants are C1(CC1)S(=O)(=O)C1=CC=C(C=C1)C(CC1CCOCC1)C(C=CC)=O (2-[4-(cyclopropylsulfonyl)phenyl]-1-(tetrahydro-2H-pyran-4-yl)hex-4-en-3-one), C(C)O (ethanol), O1CCCC1 (tetrahydrofuran), N1=C(C=CC=C1)C=O (pyridine-2-carbaldehyde). The reagents and catalysts are [Cl-].C(C1=CC=CC=C1)[N+]1=CSC(=C1C)CCO (3-benzyl-5-(2-hydroxyethyl)-4-methyl-1,3-thiazol-3-ium chloride). The solvent is C(C)N(CC)CC (triethylamine), C(C)(=O)OCC (ethyl acetate). Run at temperature 80 celsius, time 3 hour. The product is C1(CC1)S(=O)(=O)C1=CC=C(C=C1)C(C(CC(C(=O)C1=NC=CC=C1)C)=O)CC1CCOCC1 (5-[4-(cyclopropylsulfonyl)phenyl]-2-methyl-1-(pyridin-2-yl)-6-(tetrahydro-2H-pyran-4-yl)hexane-1,4-dione). Yield: 69.5%. As a reaction SMILES: [CH:1]1([S:4]([C:7]2[CH:12]=[CH:11][C:10]([CH:13]([C:21](=[O:25])[CH:22]=[CH:23][CH3:24])[CH2:14][CH:15]3[CH2:20][CH2:19][O:18][CH2:17][CH2:16]3)=[CH:9][CH:8]=2)(=[O:6])=[O:5])[CH2:3][CH2:2]1.C(O)C.O1CCCC1.[N:34]1[CH:39]=[CH:38][CH:37]=[CH:36][C:35]=1[CH:40]=[O:41]>[Cl-].C([N+]1C(C)=C(CCO)SC=1)C1C=CC=CC=1.C(OCC)(=O)C.C(N(CC)CC)C>[CH:1]1([S:4]([C:7]2[CH:8]=[CH:9][C:10]([CH:13]([CH2:14][CH:15]3[CH2:20][CH2:19][O:18][CH2:17][CH2:16]3)[C:21](=[O:25])[CH2:22][CH:23]([CH3:24])[C:40]([C:35]3[CH:36]=[CH:37][CH:38]=[CH:39][N:34]=3)=[O:41])=[CH:11][CH:12]=2)(=[O:6])=[O:5])[CH2:2][CH2:3]1 |f:4.5|. Procedure details: To a solution of 2-[4-(cyclopropylsulfonyl)phenyl]-1-(tetrahydro-2H-pyran-4-yl)hex-4-en-3-one (200 mg) in a mixed solvent of ethanol (3 mL) and tetrahydrofuran (3 mL) were added pyridine-2-carbaldehyde (71.0 mg), 3-benzyl-5-(2-hydroxyethyl)-4-methyl-1,3-thiazol-3-ium chloride (16.0 mg) and triethylamine (33 μL), and the mixture was stirred under argon atmosphere at 80° C. for 3 hr. After cooling to room temperature, the reaction mixture was diluted with ethyl acetate and washed with water. The e...